Dataset: the Open Reaction Database (ORD), a public repository of structured organic reaction records. Task: describe an organic reaction: reactants, conditions, products, and yield Solvent: CO (methanol). Reaction SMILES: O.CS[C:4]1[NH:9][C:8]2[CH:10]=[CH:11][N:12]=[CH:13][C:7]=2[S:6](=[O:15])(=[O:14])[N:5]=1.O.[NH2:17][NH2:18]>CO>[NH:17]([C:4]1[NH:9][C:8]2[CH:10]=[CH:11][N:12]=[CH:13][C:7]=2[S:6](=[O:15])(=[O:14])[N:5]=1)[NH2:18] |f:0.1,2.3|. The product is N(N)C1=NS(C2=C(N1)C=CN=C2)(=O)=O (3-Hydrazino-4H-pyrido[4,3-e]-1,2,4-thiadiazine 1,1-dioxide). Run at temperature 70 celsius. Procedure: 3-Methylsulfanyl-4H-pyrido[4,3-e]-1,2,4-thiadiazine 1,1-dioxide monohydrate (1.0 g) was added to hydrazine hydrate (0.8 ml) and the mixture was heated to 70° C. for 30 min. After cooling, the reaction mixture was supplemented with methanol (10 ml) and the solvents were removed by distillation under reduced pressure. The residue was dissolved in NaOH 2M (20 ml), treated with charcoal, filtered, and the filtrate was adjusted to pH 6-7 with HCl 1M. The precipitate so obtained was collected by filtr... The reactants are O.CSC1=NS(C2=C(N1)C=CN=C2)(=O)=O (3-Methylsulfanyl-4H-pyrido[4,3-e]-1,2,4-thiadiazine 1,1-dioxide monohydrate), O.NN (hydrazine hydrate).